This data is from the Open Reaction Database (ORD), a public repository of structured organic reaction records. The task is: describe an organic reaction: reactants, conditions, products, and yield Reactants: ( g ), FC1=CC2=C(C(CC3=C(C2)C=C(C=C3)OC)CC(=O)OCC)C=C1 (ethyl (±)-10,11-dihydro-7-fluoro3-methoxy-5H-dibenzo[a,d]cycloheptene-10-acetate), COC=1C=CC2=C(CC3=C(C(C2)CC(=O)OCC)C=CC=C3)C1 (ethyl (±)-10,11-dihydro-3-methoxy-5H-dibenzo[a,d]cycloheptene-10-acetate). The solvent is CO.C(Cl)Cl (MeOH CH2Cl2). Product: FC1=CC2=C(C(CC3=C(C2)C=C(C=C3)O)CC(=O)OCC)C=C1 (Ethyl (±)-10,11-dihydro-7-fluoro-3-hydroxy-5H-dibenzo[a,d]cycloheptene-10-acetate). Reaction SMILES: [F:1][C:2]1[CH:24]=[CH:23][C:5]2[CH:6]([CH2:17][C:18]([O:20][CH2:21][CH3:22])=[O:19])[CH2:7][C:8]3[CH:14]=[CH:13][C:12]([O:15]C)=[CH:11][C:9]=3[CH2:10][C:4]=2[CH:3]=1.COC1C=CC2CC(CC(OCC)=O)C3C=CC=CC=3CC=2C=1>CO.C(Cl)Cl>[F:1][C:2]1[CH:24]=[CH:23][C:5]2[CH:6]([CH2:17][C:18]([O:20][CH2:21][CH3:22])=[O:19])[CH2:7][C:8]3[CH:14]=[CH:13][C:12]([OH:15])=[CH:11][C:9]=3[CH2:10][C:4]=2[CH:3]=1 |f:2.3|. Reported procedure: According to the procedure of Preparation 10 (g), except substituting ethyl (±)-10,11-dihydro-7-fluoro3-methoxy-5H-dibenzo[a,d]cycloheptene-10-acetate for the ethyl (±)-10,11-dihydro-3-methoxy-5H-dibenzo[a,d]cycloheptene-10-acetate, the title compound was obtained as a white solid following silica gel chromatography (1% MeOH/CH2Cl2): MS (ES) m/e 315.0 (M+H)+, 332.0 (M+NH4)+.